Dataset: the Open Reaction Database (ORD), a public repository of structured organic reaction records. Task: describe an organic reaction: reactants, conditions, products, and yield Starting materials: CCO, [Cl-], [Fe], CCOC(=O)Cn1ccc2ccc([N+](=O)[O-])cc21, [NH4+], O. The product is CCOC(=O)Cn1ccc2ccc(N)cc21. RXN SMILES: [CH2:23]([OH:24])[CH3:25].[Cl-:19].[Fe:21].[N+:1]([O-:2])(=[O:3])[c:4]1[cH:5][cH:6][c:7]2[cH:8][cH:9][n:10]([CH2:13][C:14](=[O:15])[O:16][CH2:17][CH3:18])[c:11]2[cH:12]1.[NH4+:20].[OH2:22]>>[NH2:1][c:4]1[cH:5][cH:6][c:7]2[cH:8][cH:9][n:10]([CH2:13][C:14](=[O:15])[O:16][CH2:17][CH3:18])[c:11]2[cH:12]1. The reactants are ClC(Cl)Cl, O=[N+]([O-])c1cc(C(F)(F)F)ccc1NCCO, O=S(Cl)Cl. Product: O=[N+]([O-])c1cc(C(F)(F)F)ccc1NCCCl. RXN SMILES: [Cl:22][CH:23]([Cl:24])[Cl:25].[N+:1](=[O:2])([O-:3])[c:4]1[c:5]([NH:14][CH2:15][CH2:16][OH:17])[cH:6][cH:7][c:8]([C:10]([F:11])([F:12])[F:13])[cH:9]1.[S:18]([Cl:19])([Cl:20])=[O:21]>>[N+:1](=[O:2])([O-:3])[c:4]1[c:5]([NH:14][CH2:15][CH2:16][Cl:20])[cH:6][cH:7][c:8]([C:10]([F:11])([F:12])[F:13])[cH:9]1. The reactants are ClC(=O)OC1=CC=CC=C1 (phenyl chloroformate), CN1CCC2(CC1)C1=CC=CC=C1OC=1C=CC=CC12 (1'-methylxanthene-9-spiro-4'-piperidine). Solvent: C(Cl)Cl (methylene chloride), C(Cl)Cl (methylene chloride). Reaction conditions: time 8 hour. Yields the product O(C1=CC=CC=C1)C(=O)N1CCC2(CC1)C1=CC=CC=C1OC=1C=CC=CC12 (1'-phenoxycarbonylxanthene-9-spiro-4'-piperidine). As a reaction SMILES: Cl[C:2]([O:4][C:5]1[CH:10]=[CH:9][CH:8]=[CH:7][CH:6]=1)=[O:3].C[N:12]1[CH2:17][CH2:16][C:15]2([C:30]3[CH:29]=[CH:28][CH:27]=[CH:26][C:25]=3[O:24][C:23]3[C:18]2=[CH:19][CH:20]=[CH:21][CH:22]=3)[CH2:14][CH2:13]1>C(Cl)Cl>[O:4]([C:2]([N:12]1[CH2:13][CH2:14][C:15]2([C:18]3[CH:19]=[CH:20][CH:21]=[CH:22][C:23]=3[O:24][C:25]3[C:30]2=[CH:29][CH:28]=[CH:27][CH:26]=3)[CH2:16][CH2:17]1)=[O:3])[C:5]1[CH:10]=[CH:9][CH:8]=[CH:7][CH:6]=1. Reported procedure: A solution of phenyl chloroformate (8 ml.) in methylene chloride (75 ml.) is added dropwise with stirring to a solution of 1'-methylxanthene-9-spiro-4'-piperidine (17.0 g.) in methylene chloride (200 ml.) at 5° C. The mixture is allowed to reach room temperature and stirred overnight. The mixture is washed successively with 3N sodium hydroxide solution, 3N hydrochloric acid and water, dried (MgS04) and the methylene chloride evaporated to dryness. The gummy residue is crystallised from methanol ... The reactants are C(C)(CC)C1=C(C=CC(=C1)C(C)(C)C)O (2-sec.-butyl-4-tert.-butylphenol), OC1=C(C=C(C=C1C(C)(C)C)C(C)(C)C)N1N=C2C(=N1)C=CC(=C2)CCCC (2-(2'-hydroxy-3', 5'-di-tert.-butylphenyl)5-n-butyl-benzotriazole), diazonium, Cl (hydrochloric acid), N(=O)[O-].[Na+] (sodium nitrite). The solvent is C(C)O (ethanol), [OH-].[Na+] (sodium hydroxide), O (water), C(C)O (ethanol). Conditions: temperature -10 celsius, time 2 hour. Yields the product OC1=C(C=C(C=C1C(C)CC)C(C)(C)C)N1N=C2C(=N1)C=CC(=C2)CCCC (2-(2'-hydroxy-3'-sec.-butyl-5'-tert.-butyl-phenyl)-5-n-butyl-benzotriazole). As a reaction SMILES: [OH:1][C:2]1[C:7]([C:8]([CH3:11])(C)[CH3:9])=[CH:6][C:5]([C:12]([CH3:15])([CH3:14])[CH3:13])=[CH:4][C:3]=1[N:16]1[N:20]=[C:19]2[CH:21]=[CH:22][C:23]([CH2:25][CH2:26][CH2:27][CH3:28])=[CH:24][C:18]2=[N:17]1.Cl.N([O-])=O.[Na+].[CH:34](C1C=C(C(C)(C)C)C=CC=1O)(CC)C>C(O)C.O.[OH-].[Na+]>[OH:1][C:2]1[C:7]([CH:8]([CH2:11][CH3:34])[CH3:9])=[CH:6][C:5]([C:12]([CH3:13])([CH3:14])[CH3:15])=[CH:4][C:3]=1[N:16]1[N:20]=[C:19]2[CH:21]=[CH:22][C:23]([CH2:25][CH2:26][CH2:27][CH3:28])=[CH:24][C:18]2=[N:17]1 |f:2.3,7.8|. Procedure: 110 g of 2-nitro-4-n-butyl-aniline (prepared as described in Example 1) were suspended in 400 ml of toluolated ethanol and 300 ml of concentrated hydrochloric acid and diazotized at 5°-10° C. with 34 g of sodium nitrite dissolved in 100 ml of water, following the same procedure as described for Example 1. The clear diazonium solution was added very slowly to a cold solution obtained by dissolving 74 g of 2-sec.-butyl-4-tert.-butylphenol in 200 ml of ethanol and 150 ml of sodium hydroxide 30% aqu... Starting materials: C(C)(C)(C)OC(COC1=NC=C(C=C1Br)Cl)=O (tert-butyl[(3-bromo-5-chloropyridin-2-yl)oxy]acetate), C(C)(C)(C)OC(COC1=NC=C(C=C1Br)Cl)=O (tert-butyl[(3-bromo-5-chloropyridin-2-yl)oxy]acetate), C(#C)C1=CC(=CC=C1)S(=O)(=O)CCC (1-ethynyl-3-(propane-1-sulfonyl)-benzene), C(#C)C1=CC(=CC=C1)S(=O)(=O)CCC (1-ethynyl-3-(propane-1-sulfonyl)-benzene), C1(=CC=CC=C1)P(C1=CC=CC=C1)C1=CC=CC=C1 (triphenylphosphine), cuprous iodide, TEA. The reagents and catalysts are C1=CC=C(C=C1)P(C2=CC=CC=C2)C3=CC=CC=C3.C1=CC=C(C=C1)P(C2=CC=CC=C2)C3=CC=CC=C3.Cl[Pd]Cl (bis(triphenylphosphine)palladium (II) chloride). Solvent: CCOC(=O)C (EtOAc). Conditions: temperature 90 celsius. Product: C(C)(C)(C)OC(COC1=NC=C(C=C1C#CC1=CC(=CC=C1)S(=O)(=O)CCC)Cl)=O (tert-butyl[(5-chloro-3-{[3-(propylsulfonyl)phenyl]ethynyl}pyridin-2-yl)oxy]acetate). Reaction SMILES: [C:1]([O:5][C:6](=[O:17])[CH2:7][O:8][C:9]1[C:14](Br)=[CH:13][C:12]([Cl:16])=[CH:11][N:10]=1)([CH3:4])([CH3:3])[CH3:2].[C:18]([C:20]1[CH:25]=[CH:24][CH:23]=[C:22]([S:26]([CH2:29][CH2:30][CH3:31])(=[O:28])=[O:27])[CH:21]=1)#[CH:19].C1(P(C2C=CC=CC=2)C2C=CC=CC=2)C=CC=CC=1>CCOC(C)=O.C1C=CC(P(C2C=CC=CC=2)C2C=CC=CC=2)=CC=1.C1C=CC(P(C2C=CC=CC=2)C2C=CC=CC=2)=CC=1.Cl[Pd]Cl>[C:1]([O:5][C:6](=[O:17])[CH2:7][O:8][C:9]1[C:14]([C:19]#[C:18][C:20]2[CH:25]=[CH:24][CH:23]=[C:22]([S:26]([CH2:29][CH2:30][CH3:31])(=[O:28])=[O:27])[CH:21]=2)=[CH:13][C:12]([Cl:16])=[CH:11][N:10]=1)([CH3:4])([CH3:3])[CH3:2] |f:4.5.6|. Procedure details: A mixture of tert-butyl[(3-bromo-5-chloropyridin-2-yl)oxy]acetate (Intermediate 182; 160 mg; 0.50 mmol), 1-ethynyl-3-(propane-1-sulfonyl)-benzene (Intermediate 42; 155 mg; 0.74 mmol), bis(triphenylphosphine)palladium (II) chloride (10 mg; 0.01 mmol) and triphenylphosphine (26 mg; 0.10 mmol) is treated with cuprous iodide (3 mg; 0.01 mmol) and TEA (1.10 ml) and heated at 90° C. in a sealed vessel for 15 hours. The mixture was diluted with EtOAc and washed with a saturated NH4Cl solution and brine... Starting materials: C(C)(C)(C)OC(=O)C1(CCC1)O\N=C(/C(=O)NC1[C@@H]2N(C(=C(CS2)C=CCI)C(=O)OC(C2=CC=CC=C2)C2=CC=CC=C2)C1=O)\C=1N=C(SC1)NC(C1=CC=CC=C1)(C1=CC=CC=C1)C1=CC=CC=C1 (diphenylmethyl 7-[(Z)-2-(1-t-butoxycarbonylcyclobut-1-oxyimino)-2-(2-tritylaminothiazol-4-yl)acetamido]-3-(3-iodo-1-propen-1-yl)-3-cephem-4-carboxylate), NC=1SC2=C(C=NC=C2)N1 (2-aminothiazolo[4,5-c]pyridine). Solvent: CS(=O)C (dimethylsulfoxide), C(C)(=O)OCC (ethyl acetate). Run at time 1 hour. The product is NC=1SC=C(N1)/C(/C(=O)NC1[C@@H]2N(C(=C(CS2)\C=C\C[N+]2=CC3=C(C=C2)SC(=N3)N)C(=O)[O-])C1=O)=N/OC1(CCC1)C(=O)O (7-[(Z)-2-(2-Aminothiazol-4-yl)-2-(1-carboxycyclobut-1-oxyimino)acetamido]-3-[(E)-3-(2-amino-5-thiazolo[4,5-c]pyridinio)-1-propen-1-yl]-3-cephem-4-carboxylate). As a reaction SMILES: C([O:5][C:6]([C:8]1([O:12]/[N:13]=[C:14](/[C:47]2[N:48]=[C:49]([NH:52]C(C3C=CC=CC=3)(C3C=CC=CC=3)C3C=CC=CC=3)[S:50][CH:51]=2)\[C:15]([NH:17][CH:18]2[C:45](=[O:46])[N:20]3[C:21]([C:29]([O:31]C(C4C=CC=CC=4)C4C=CC=CC=4)=[O:30])=[C:22]([CH:25]=[CH:26][CH2:27]I)[CH2:23][S:24][C@H:19]23)=[O:16])[CH2:11][CH2:10][CH2:9]1)=[O:7])(C)(C)C.[NH2:72][C:73]1[S:74][C:75]2[CH:80]=[CH:79][N:78]=[CH:77][C:76]=2[N:81]=1>CS(C)=O.C(OCC)(=O)C>[NH2:52][C:49]1[S:50][CH:51]=[C:47](/[C:14](=[N:13]/[O:12][C:8]2([C:6]([OH:7])=[O:5])[CH2:11][CH2:10][CH2:9]2)/[C:15]([NH:17][CH:18]2[C:45](=[O:46])[N:20]3[C:21]([C:29]([O-:31])=[O:30])=[C:22](/[CH:25]=[CH:26]/[CH2:27][N+:78]4[CH:79]=[CH:80][C:75]5[S:74][C:73]([NH2:72])=[N:81][C:76]=5[CH:77]=4)[CH2:23][S:24][C@H:19]23)=[O:16])[N:48]=1. Procedure: A mixture of diphenylmethyl 7-[(Z)-2-(1-t-butoxycarbonylcyclobut-1-oxyimino)-2-(2-tritylaminothiazol-4-yl)acetamido]-3-(3-iodo-1-propen-1-yl)-3-cephem-4-carboxylate (X-5', 641 mg, 0.58 mmole) and 2-aminothiazolo[4,5-c]pyridine (97 mg, 0.64 mmole) in dimethylsulfoxide (10 ml) was stirred at room temperature for 1 hour. The reaction mixture was diluted with ethyl acetate (150 ml), washed with water (2×150 ml), dried over sodium sulfate and concentrated under reduced pressure. The oily residue was ... Starting materials: COc1c([N+](=O)[O-])cc(C(C)=O)c2c1CCCC2, CS(C)=O, N. The product is CC(=O)c1cc([N+](=O)[O-])c(N)c2c1CCCC2. RXN SMILES: [C:1]([CH3:2])(=[O:3])[c:4]1[cH:5][c:6]([N+:16](=[O:17])[O-:18])[c:7]([O:14][CH3:15])[c:8]2[c:13]1[CH2:12][CH2:11][CH2:10][CH2:9]2.[CH3:20][S:21]([CH3:22])=[O:23].[NH3:19]>>[C:1]([CH3:2])(=[O:3])[c:4]1[cH:5][c:6]([N+:16](=[O:17])[O-:18])[c:7]([NH2:19])[c:8]2[c:13]1[CH2:12][CH2:11][CH2:10][CH2:9]2.